Dataset: the Open Reaction Database (ORD), a public repository of structured organic reaction records. Task: describe an organic reaction: reactants, conditions, products, and yield Reactants: CC(C)(C)OC(=O)NN, O=C(n1ccnc1)n1ccnc1, CC(=O)Nc1nc(CCc2ccc(CN)cc2)cs1, C1CCOC1. As a reaction SMILES: [C:13]([NH:14][NH2:15])(=[O:16])[O:17][C:18]([CH3:19])([CH3:20])[CH3:21].[C:1](=[O:2])([n:3]1[cH:4][cH:5][n:6][cH:7]1)[n:8]1[cH:9][cH:10][n:11][cH:12]1.[NH2:22][CH2:23][c:24]1[cH:25][cH:26][c:27]([CH2:30][CH2:31][c:32]2[n:33][c:34]([NH:37][C:38]([CH3:39])=[O:40])[s:35][cH:36]2)[cH:28][cH:29]1.[O:41]1[CH2:42][CH2:43][CH2:44][CH2:45]1>>[C:1](=[O:2])([NH:15][NH:14][C:13](=[O:16])[O:17][C:18]([CH3:19])([CH3:20])[CH3:21])[NH:22][CH2:23][c:24]1[cH:25][cH:26][c:27]([CH2:30][CH2:31][c:32]2[n:33][c:34]([NH:37][C:38]([CH3:39])=[O:40])[s:35][cH:36]2)[cH:28][cH:29]1. Product: CC(=O)Nc1nc(CCc2ccc(CNC(=O)NNC(=O)OC(C)(C)C)cc2)cs1. Reactants: [N-]=C=O.[K+] (potassium isocyanate), O (water), NC1=CC=C(OC2=NC=CC=C2C2=NC(=NC=C2)NC)C=C1 (4-(2-(4-aminophenoxy)pyridin-3-yl)-N-methylpyrimidin-2-amine). Solvent: C(C)(=O)O (acetic acid). Yields the product CNC1=NC=CC(=N1)C=1C(=NC=CC1)OC1=CC=C(C=C1)NC(=O)N (1-(4-(3-(2-(methylamino)pyrimidin-4-yl)pyridin-2-yloxy)phenyl)urea). RXN SMILES: [NH2:1][C:2]1[CH:22]=[CH:21][C:5]([O:6][C:7]2[C:12]([C:13]3[CH:18]=[CH:17][N:16]=[C:15]([NH:19][CH3:20])[N:14]=3)=[CH:11][CH:10]=[CH:9][N:8]=2)=[CH:4][CH:3]=1.[N-:23]=[C:24]=[O:25].[K+].O>C(O)(=O)C>[CH3:20][NH:19][C:15]1[N:14]=[C:13]([C:12]2[C:7]([O:6][C:5]3[CH:21]=[CH:22][C:2]([NH:1][C:24]([NH2:23])=[O:25])=[CH:3][CH:4]=3)=[N:8][CH:9]=[CH:10][CH:11]=2)[CH:18]=[CH:17][N:16]=1 |f:1.2|. Procedure details: Dissolved 4-(2-(4-aminophenoxy)pyridin-3-yl)-N-methylpyrimidin-2-amine (75 mg, 0.26 mmol) in acetic acid (1.0 mL), then added potassium isocyanate (0.01 ml, 0.33 mmol), water (0.1 ml), and stirred at RT for 18 hours. Concentrated and purified by reverse phase HPLC (Gilson, acidic mobile phase), extracted into CH2Cl2 washed with NaHCO3 and H2O. Product began to crash out of CH2Cl2 layer, transferred to round bottom flask, concentrated to yield 1-(4-(3-(2-(methylamino)pyrimidin-4-yl)pyridin-2-ylox... Starting materials: FC1=C(C[C@@H]2N(CC[C@H](C2)C2=CC(NO2)=O)C(=O)OC)C(=CC=C1)F (Trans-methyl 2-(2,6-difluorobenzyl)-4-(3-oxo-2,3-dihydroisoxazol-5-yl)piperidine-1-carboxylate), Br (hydrogen bromide). Conditions: time 8 hour. Product: FC1=C(C[C@@H]2NCC[C@H](C2)C2=CC(NO2)=O)C(=CC=C1)F (5-(trans-2-(2,6-difluorobenzyl)piperidin-4-yl)isoxazol-3(2H)-one). Isolated yield 1.7%. RXN SMILES: [F:1][C:2]1[CH:24]=[CH:23][CH:22]=[C:21]([F:25])[C:3]=1[CH2:4][C@H:5]1[CH2:10][C@H:9]([C:11]2[O:15][NH:14][C:13](=[O:16])[CH:12]=2)[CH2:8][CH2:7][N:6]1C(OC)=O.Br>>[F:1][C:2]1[CH:24]=[CH:23][CH:22]=[C:21]([F:25])[C:3]=1[CH2:4][C@H:5]1[CH2:10][C@H:9]([C:11]2[O:15][NH:14][C:13](=[O:16])[CH:12]=2)[CH2:8][CH2:7][NH:6]1. Reported procedure: Trans-methyl 2-(2,6-difluorobenzyl)-4-(3-oxo-2,3-dihydroisoxazol-5-yl)piperidine-1-carboxylate (0.329 g, 0.93 mmol) was dissolved in hydrogen bromide (33% in acetic acid, 7.5 mL, 42.82 mmol) and the mixture was stirred at room temperature overnight. The solvent was evaporated and the residue purified by preparative HPLC (Instrument: FractionLynx II, Mobilphase: gradient 5-95% MeCN in 0.2% NH3, pH 10, Column: Xbridge Prep C18 5 μm OBD 19*150 mm) to yield 5-(trans-2-(2,6-difluorobenzyl)piperidin-4...